Dataset: the Open Reaction Database (ORD), a public repository of structured organic reaction records. Task: describe an organic reaction: reactants, conditions, products, and yield Starting materials: CCOC(C)=O, C=Cc1ccc(Cl)nn1. Product: CCc1ccc(Cl)nn1. Reaction SMILES: [CH3:10][CH2:11][O:12][C:13](=[O:14])[CH3:15].[Cl:1][c:2]1[n:3][n:4][c:5]([CH:8]=[CH2:9])[cH:6][cH:7]1>>[Cl:1][c:2]1[n:3][n:4][c:5]([CH2:8][CH3:9])[cH:6][cH:7]1. Yields the product ClC=1C=CC=2N(N1)C=C(N2)C(C(=O)OC(C)C)(C)C (isopropyl 2-(6-chloroimidazo[1,2-b]pyridazin-2-yl)-2-methylpropionate). Starting materials: S(O)(O)(=O)=O (sulfuric acid), C(C)(C)O (isopropanol), ClC=1C=CC=2N(N1)C=C(N2)C(C(=O)OC)(C)C (methyl 2-(6-chloroimidazo[1,2-b]pyridazin-2-yl)-2-methylpropionate). Procedure details: In 18 ml of isopropanol, 995 mg of concentrated sulfuric acid was dissolved; 1.0 of methyl 2-(6-chloroimidazo[1,2-b]pyridazin-2-yl)-2-methylpropionate was added, followed by thermal refluxing for 40 hours. After cooling, the mixture was concentrated under reduced pressure, neutralized by the addition of aqueous sodium bicarbonate and extracted with ethyl acetate. The extract was washed with saturated saline and dried with magnesium sulfate. The dry product was concentrated under reduced pressure... RXN SMILES: S(=O)(=O)(O)O.[Cl:6][C:7]1[CH:8]=[CH:9][C:10]2[N:11]([CH:13]=[C:14]([C:16]([CH3:22])([CH3:21])[C:17](OC)=[O:18])[N:15]=2)[N:12]=1.[CH:23]([OH:26])([CH3:25])[CH3:24]>>[Cl:6][C:7]1[CH:8]=[CH:9][C:10]2[N:11]([CH:13]=[C:14]([C:16]([CH3:22])([CH3:21])[C:17]([O:26][CH:23]([CH3:25])[CH3:24])=[O:18])[N:15]=2)[N:12]=1. The reactants are CCCCCC, Cc1ccc(N)cc1Cl, O=N[O-], [Na+], O, O=S(=O)(O)O. Product: Cc1ccc(O)cc1Cl. RXN SMILES: [CH3:19][CH2:20][CH2:21][CH2:22][CH2:23][CH3:24].[CH3:1][c:2]1[cH:3][cH:4][c:5]([NH2:6])[cH:7][c:8]1[Cl:9].[N:15]([O-:16])=[O:17].[Na+:18].[OH2:25].[S:10]([OH:11])(=[O:12])(=[O:13])[OH:14]>>[CH3:1][c:2]1[cH:3][cH:4][c:5]([OH:11])[cH:7][c:8]1[Cl:9]. As a reaction SMILES: [C:1]1([OH:11])[C:10]2[C:5](=[CH:6][CH:7]=[CH:8][CH:9]=2)[CH:4]=[CH:3][CH:2]=1.[OH-].[Na+].[CH2:14]([CH:16]1[O:18][CH2:17]1)Cl.C(O)C>O>[O:18]1[CH:16]([CH2:14][O:11][C:1]2[C:10]3[C:5](=[CH:6][CH:7]=[CH:8][CH:9]=3)[CH:4]=[CH:3][CH:2]=2)[CH2:17]1 |f:1.2|. The yield is 93.0%. Reactants: C1(=CC=CC2=CC=CC=C12)O (1-naphthol), [OH-].[Na+] (NaOH), C(Cl)C1CO1 (epichlorohydrin), C(C)O (ethanol). Procedure: Into a 500 mL three-necked round bottom flask, 10.03 g 1-naphthol, 3.1 g NaOH, 20.4 g epichlorohydrin (SIR) and 0.5 g KI were added, then 330 mL ethanol was added. The flask was then placed in a microwave reactor. The reaction was performed at 30° C. under stirring and 300 W microwave irradiation for 12 min. The reaction mixture was then removed and suction filtrated, and the filtrate was concentrated to obtain an oily substance. H2O was added to the oily substance, and the mixture was extracted... Product: O1CC1COC1=CC=CC2=CC=CC=C12 (1-naphthyl Epoxypropyl Ether). Run in O (H2O). The reactants are FC(C(=O)O)(F)F.FC(C(=O)O)(F)F.C(N)(=N)C1=CC=C(C(=O)N2[C@@H](C[C@@H](C2)N2CCN(CC2)S(=O)(=O)C)C(=O)NC2=CC=C(C(=O)O)C=C2)C=C1 (4-[({(2S,4S)-1-(4-carbamimidoylbenzoyl)-4-[4-(methylsulfonyl)-1-piperazinyl]-2-pyrrolidinyl}carbonyl)amino]benzoic acid bis(trifluoroacetate)). Reagents/catalysts: S(O)(O)(=O)=O (sulfuric acid). Run in C(C)O (ethanol). Conditions: temperature 60 celsius, time 44 hour. The product is FC(C(=O)O)(F)F.FC(C(=O)O)(F)F.C(N)(=N)C1=CC=C(C(=O)N2[C@@H](C[C@@H](C2)N2CCN(CC2)S(=O)(=O)C)C(=O)NC2=CC=C(C(=O)OCC)C=C2)C=C1 (ethyl 4-[({(2S,4S)-1-(4-carbamimidoylbenzoyl)-4-[4-(methylsulfonyl)-1-piperazinyl]-2-pyrrolidinyl}carbonyl)amino]benzoate bis(trifluoroacetate)). Isolated yield 118.5%. RXN SMILES: [F:1][C:2]([F:7])([F:6])[C:3]([OH:5])=[O:4].[F:8][C:9]([F:14])([F:13])[C:10]([OH:12])=[O:11].[C:15]([C:18]1[CH:52]=[CH:51][C:21]([C:22]([N:24]2[CH2:28][C@@H:27]([N:29]3[CH2:34][CH2:33][N:32]([S:35]([CH3:38])(=[O:37])=[O:36])[CH2:31][CH2:30]3)[CH2:26][C@H:25]2[C:39]([NH:41][C:42]2[CH:50]=[CH:49][C:45]([C:46]([OH:48])=[O:47])=[CH:44][CH:43]=2)=[O:40])=[O:23])=[CH:20][CH:19]=1)(=[NH:17])[NH2:16]>C(O)C.S(=O)(=O)(O)O>[F:1][C:2]([F:7])([F:6])[C:3]([OH:5])=[O:4].[F:8][C:9]([F:14])([F:13])[C:10]([OH:12])=[O:11].[C:15]([C:18]1[CH:19]=[CH:20][C:21]([C:22]([N:24]2[CH2:28][C@@H:27]([N:29]3[CH2:34][CH2:33][N:32]([S:35]([CH3:38])(=[O:37])=[O:36])[CH2:31][CH2:30]3)[CH2:26][C@H:25]2[C:39]([NH:41][C:42]2[CH:43]=[CH:44][C:45]([C:46]([O:48][CH2:2][CH3:3])=[O:47])=[CH:49][CH:50]=2)=[O:40])=[O:23])=[CH:51][CH:52]=1)(=[NH:16])[NH2:17] |f:0.1.2,5.6.7|. Reported procedure: To a stirred solution of compound prepared in Example 20 (500 mg) in ethanol (25 mL) was added concentrated sulfuric acid (20 drops) at 0° C. The resulting mixture was stirred at 60° C. for 44 h whereupon the mixture was concentrated in vacuo. The resulting residue was purified by Prep-HPLC (0.1% TFA containing CH3CN—H2O gradient) to provide the title compound (307 mg). Starting materials: [Al], O=C1CCC(=O)N1Br, OCCOCc1ccc(Br)cc1, ClCCl, c1ccc(P(c2ccccc2)c2ccccc2)cc1. Product: BrCCOCc1ccc(Br)cc1. Reaction SMILES: [Al:43].[Br:1][N:2]1[C:3](=[O:4])[CH2:5][CH2:6][C:7]1=[O:8].[Br:28][c:29]1[cH:30][cH:31][c:32]([CH2:35][O:36][CH2:37][CH2:38][OH:39])[cH:33][cH:34]1.[Cl:40][CH2:41][Cl:42].[c:9]1([P:10]([c:11]2[cH:12][cH:13][cH:14][cH:15][cH:16]2)[c:17]2[cH:18][cH:19][cH:20][cH:21][cH:22]2)[cH:23][cH:24][cH:25][cH:26][cH:27]1>>[Br:1][CH2:38][CH2:37][O:36][CH2:35][c:32]1[cH:31][cH:30][c:29]([Br:28])[cH:34][cH:33]1.